Dataset: the Open Reaction Database (ORD), a public repository of structured organic reaction records. Task: describe an organic reaction: reactants, conditions, products, and yield Starting materials: CCOC(=O)c1ccc(CC(=O)NC(CO)c2ccccc2N2CCCCC2)cc1OCC, CCI, CCO, [H-], [Na+], C1CCOC1. Yields the product CCOCC(NC(=O)Cc1ccc(C(=O)OCC)c(OCC)c1)c1ccccc1N1CCCCC1. RXN SMILES: [CH2:1]([CH3:2])[O:3][c:4]1[c:5]([C:6](=[O:7])[O:8][CH2:9][CH3:10])[cH:11][cH:12][c:13]([CH2:15][C:16](=[O:17])[NH:18][CH:19]([c:20]2[c:21]([N:26]3[CH2:27][CH2:28][CH2:29][CH2:30][CH2:31]3)[cH:22][cH:23][cH:24][cH:25]2)[CH2:32][OH:33])[cH:14]1.[CH2:36]([CH3:37])[I:38].[CH3:39][CH2:40][OH:41].[H-:34].[Na+:35].[O:42]1[CH2:43][CH2:44][CH2:45][CH2:46]1>>[CH2:1]([CH3:2])[O:3][c:4]1[c:5]([C:6](=[O:7])[O:8][CH2:9][CH3:10])[cH:11][cH:12][c:13]([CH2:15][C:16](=[O:17])[NH:18][CH:19]([c:20]2[c:21]([N:26]3[CH2:27][CH2:28][CH2:29][CH2:30][CH2:31]3)[cH:22][cH:23][cH:24][cH:25]2)[CH2:32][O:33][CH2:36][CH3:37])[cH:14]1. Procedure details: To methyl 2-amino-4-bromobenzoate (5.75 g) was added ice-cooled 20% sulfuric acid (75 mL), sodium nitrite (2.07 g) was added by small portions under ice-cooling and the mixture was stirred for 40 min. To this reaction mixture was added dropwise a solution obtained by dissolving potassium iodide (8.3 g) in water (25 mL) under ice-cooling, 20% sulfuric acid (30 mL) was added and the mixture was stirred for 2 hr. This reaction mixture was neutralized with 4N aqueous sodium hydroxide solution under ... The yield is 82.7%. The product is BrC1=CC(=C(C(=O)OC)C=C1)I (methyl 4-bromo-2-iodobenzoate). Run at time 40 minute. Solvent: O (water). Starting materials: NC1=C(C(=O)OC)C=CC(=C1)Br (methyl 2-amino-4-bromobenzoate), [I-].[K+] (potassium iodide), S(O)(O)(=O)=O (sulfuric acid), N(=O)[O-].[Na+] (sodium nitrite), S(O)(O)(=O)=O (sulfuric acid), [OH-].[Na+] (sodium hydroxide). Reaction SMILES: N[C:2]1[CH:11]=[C:10]([Br:12])[CH:9]=[CH:8][C:3]=1[C:4]([O:6][CH3:7])=[O:5].S(=O)(=O)(O)O.N([O-])=O.[Na+].[I-:22].[K+].[OH-].[Na+]>O>[Br:12][C:10]1[CH:9]=[CH:8][C:3]([C:4]([O:6][CH3:7])=[O:5])=[C:2]([I:22])[CH:11]=1 |f:2.3,4.5,6.7|. The reactants are FC1(CCN(CC1)C(=O)OC(C)(C)C)C1=NC=CC=C1 (tert-butyl 4-fluoro-4-pyridin-2-ylpiperidine-1-carboxylate), Cl (hydrochloric acid). Run in C(C)(=O)OCC (ethyl acetate). Conditions: time 1 hour. The product is Cl.FC1(CCNCC1)C1=NC=CC=C1 (2-(4-fluoropiperidin-4-yl)pyridine hydrochloride). As a reaction SMILES: [F:1][C:2]1([C:15]2[CH:20]=[CH:19][CH:18]=[CH:17][N:16]=2)[CH2:7][CH2:6][N:5](C(OC(C)(C)C)=O)[CH2:4][CH2:3]1.[ClH:21]>C(OCC)(=O)C>[ClH:21].[F:1][C:2]1([C:15]2[CH:20]=[CH:19][CH:18]=[CH:17][N:16]=2)[CH2:3][CH2:4][NH:5][CH2:6][CH2:7]1 |f:3.4|. Procedure details: A solution of tert-butyl 4-fluoro-4-pyridin-2-ylpiperidine-1-carboxylate (0.075 g, 0.27 mmoL) in 10 mL of ethyl acetate was saturated with gaseous hydrochloric acid. After 1 hr, the mixture was concentrated in vacuo to provide 2-(4-fluoropiperidin-4-yl)pyridine hydrochloride that gave a mass ion (ES+) of 181.1 for [M+H]+ Starting materials: NC=1C(=NC=CC1)CCCCN (3-amino-2-(4-aminobutyl)pyridine), N(=O)[O-].[Na+].Cl (sodium nitrite hydrochloric acid), diazonium salt, cuprous chloride. Yields the product ClC=1C(=NC=CC1)CCCCN (3-chloro-2-(4-aminobutyl)pyridine). RXN SMILES: N[C:2]1[C:3]([CH2:8][CH2:9][CH2:10][CH2:11][NH2:12])=[N:4][CH:5]=[CH:6][CH:7]=1.N([O-])=O.[Na+].[ClH:17]>>[Cl:17][C:2]1[C:3]([CH2:8][CH2:9][CH2:10][CH2:11][NH2:12])=[N:4][CH:5]=[CH:6][CH:7]=1 |f:1.2.3|. Reported procedure: (a) Reaction of 3-amino-2-(4-aminobutyl)pyridine with sodium nitrite/hydrochloric acid and treatment of the resultant diazonium salt with cuprous chloride yields 3-chloro-2-(4-aminobutyl)pyridine. By a similar procedure employing cuprous bromide and hydrobromic acid 3-bromo-2-(4-aminobutyl)pyridine may be produced and when the diazonium salt is treated with sulphuric acid the product is 3-hydroxy-2-(4-aminobutyl)pyridine. Reactants: Br.ClCCC1=CC=C(C=C1)C=1N=C(SC1)NC (4-(4-(2-chloroethyl)phenyl)-2-methylaminothiazole hydrobromide), C1(=CC=CC2=CC=CC=C12)N1CCNCC1 (N-(1-naphthyl)piperazine), C(C)(C)N(CC)C(C)C (diisopropylethylamine), C([O-])([O-])=O.[Na+].[Na+] (sodium carbonate), [I-].[Na+] (sodium iodide). The solvent is CC(=O)CC(C)C (methylisobutylketone), C(Cl)Cl (methylene chloride). Yields the product C1(=CC=CC2=CC=CC=C12)N1CCN(CC1)CCC1=CC=C(C=C1)C=1N=C(SC1)NC (4-(4-(2-(4-(1-Naphthyl)piperazinyl)ethyl)phenyl)-2-methylaminothiazole). As a reaction SMILES: Br.Cl[CH2:3][CH2:4][C:5]1[CH:10]=[CH:9][C:8]([C:11]2[N:12]=[C:13]([NH:16][CH3:17])[S:14][CH:15]=2)=[CH:7][CH:6]=1.[C:18]1([N:28]2[CH2:33][CH2:32][NH:31][CH2:30][CH2:29]2)[C:27]2[C:22](=[CH:23][CH:24]=[CH:25][CH:26]=2)[CH:21]=[CH:20][CH:19]=1.C(N(C(C)C)CC)(C)C.C(=O)([O-])[O-].[Na+].[Na+].[I-].[Na+]>C(Cl)Cl.CC(CC(C)C)=O>[C:18]1([N:28]2[CH2:33][CH2:32][N:31]([CH2:3][CH2:4][C:5]3[CH:10]=[CH:9][C:8]([C:11]4[N:12]=[C:13]([NH:16][CH3:17])[S:14][CH:15]=4)=[CH:7][CH:6]=3)[CH2:30][CH2:29]2)[C:27]2[C:22](=[CH:23][CH:24]=[CH:25][CH:26]=2)[CH:21]=[CH:20][CH:19]=1 |f:0.1,4.5.6,7.8|. Procedure: To a 125 ml round-bottomed flask equipped with condenser and N2 inlet were added 2.50 g (7.5 mmol) of 4-(4-(2-chloroethyl)phenyl)-2-methylaminothiazole hydrobromide, 1.59 g (7.5 mmol) of N-(1-naphthyl)piperazine, 1.31 ml (7.5 mmol) of diisopropylethylamine, 1.59 g (15 mmol) of sodium carbonate, 5 mg of sodium iodide, and 50 ml of methylisobutylketone. The reaction was heated at reflux for 4 days, cooled, and the precipitate filtered, and the filtrate evaporated. The residue was taken up in methy... Starting materials: N1=CC(=CC=C1)C=O (pyridine-3-carboxaldehyde), CC(CC(C)=O)=O (2,4-pentanedione). Product: N1=CC(=CC=C1)C=C(C(C)=O)C(C)=O (3-(3-Pyridylmethylene)-2,4-pentanedione). RXN SMILES: [N:1]1[CH:6]=[CH:5][CH:4]=[C:3]([CH:7]=O)[CH:2]=1.[CH3:9][C:10](=[O:15])[CH2:11][C:12](=[O:14])[CH3:13]>>[N:1]1[CH:6]=[CH:5][CH:4]=[C:3]([CH:7]=[C:11]([C:10](=[O:15])[CH3:9])[C:12](=[O:14])[CH3:13])[CH:2]=1. Procedure: The procedure described in Example 3 was repeated by using 3.21 g of pyridine-3-carboxaldehyde and 3.3 g of 2,4-pentanedione. Yield 2.95 g, mp 52°-57° C.